Dataset: the Open Reaction Database (ORD), a public repository of structured organic reaction records. Task: describe an organic reaction: reactants, conditions, products, and yield The reactants are ClC1=CC(=CC=C1)C(=O)OO (3-chloroperbenzoic acid), C(C)SC1=C(C=CC=C1)C=1C=CC=2N(C1)C=C(N2)C(F)(F)F (6-(2-ethylsulfanylphenyl)-2-trifluoromethylimidazo[1,2-a]pyridine), S(=S)(=O)([O-])[O-].[Na+].[Na+] (sodium thiosulfate). The solvent is C(Cl)(Cl)Cl (chloroform). Run at time 4 hour. The product is C(C)S(=O)(=O)C1=C(C=CC=C1)C=1C=CC=2N(C1)C=C(N2)C(F)(F)F (6-(2-ethylsulfonylphenyl)-2-trifluoromethylimidazo[1,2-a]pyridine). Reaction SMILES: Cl[C:2]1C=CC=C(C(OO)=O)[CH:3]=1.C(S[C:15]1[CH:20]=[CH:19][CH:18]=[CH:17][C:16]=1[C:21]1[CH:22]=[CH:23][C:24]2[N:25]([CH:27]=[C:28]([C:30]([F:33])([F:32])[F:31])[N:29]=2)[CH:26]=1)C.[S:34]([O-:38])([O-])(=[O:36])=S.[Na+].[Na+]>C(Cl)(Cl)Cl>[CH2:2]([S:34]([C:15]1[CH:20]=[CH:19][CH:18]=[CH:17][C:16]=1[C:21]1[CH:22]=[CH:23][C:24]2[N:25]([CH:27]=[C:28]([C:30]([F:33])([F:32])[F:31])[N:29]=2)[CH:26]=1)(=[O:38])=[O:36])[CH3:3] |f:2.3.4|. Procedure details: 220 mg of 3-chloroperbenzoic acid (purity of 65% or more) was added to a mixture of 134 mg of 6-(2-ethylsulfanylphenyl)-2-trifluoromethylimidazo[1,2-a]pyridine and 4 ml of chloroform, under ice cooling, and the mixture was stirred at room temperature for 4 hours. A 10% aqueous sodium thiosulfate solution was added to the reaction mixture, and the mixture was extracted with chloroform. The organic layer was washed with a saturated aqueous sodium bicarbonate solution and dried over anhydrous magne...